This data is from the Open Reaction Database (ORD), a public repository of structured organic reaction records. The task is: describe an organic reaction: reactants, conditions, products, and yield RXN SMILES: [CH3:1][O:2][C:3]1[CH:4]=[C:5]([NH2:15])[CH:6]=[C:7]2[C:12]=1[N:11]=[CH:10][C:9]([C:13]#[N:14])=[CH:8]2.CC[N:18]([CH:22]([CH3:24])[CH3:23])C(C)C.[Br:25][CH2:26]/[CH:27]=[CH:28]/[C:29](Cl)=[O:30].[Cl-].[Na+]>C1COCC1>[Br:25][C:26]1[CH:24]=[C:22]([NH:18][C:8]2[C:7]3[C:12](=[C:3]([O:2][CH3:1])[CH:4]=[C:5]([NH:15][C:29](=[O:30])[CH:28]=[CH:27][CH2:26][Br:25])[CH:6]=3)[N:11]=[CH:10][C:9]=2[C:13]#[N:14])[CH:23]=[CH:28][CH:27]=1 |f:3.4|. The product is BrC=1C=C(C=CC1)NC1=C(C=NC2=C(C=C(C=C12)NC(C=CCBr)=O)OC)C#N (4-Bromo-but-2-enoic acid [4-(3-bromo-phenylamino)-3-cyano-8-methoxy-quinolin-6-yl]-amide). Solvent: C1CCOC1 (THF), C1CCOC1 (THF). The reactants are BrC/C=C/C(=O)Cl (4-bromo crotonylchloride), [Cl-].[Na+] (sodium chloride), COC=1C=C(C=C2C=C(C=NC12)C#N)N (8-methoxy-6-amino-3-quinolinecarbonitrile), CCN(C(C)C)C(C)C (Hunig's base). Reported procedure: To a mixture of 1.05 g (2.8 mmol) of 4-[3-bromo-phenyl)amino]-8-methoxy-6-amino-3-quinolinecarbonitrile and 3.9 ml (22.4 mmol) of Hunig's base in 50 ml of dry THF at 0° C., with stirring, was added a THF solution containing 4.11 g (22.4 mmol) of 4-bromo crotonylchloride dropwise. The mixture was stirred for additional 1 hour at 0° C. 50 mL of saturated sodium chloride solution was added to the reaction mixture, then it was extracted with ethyl acetate. The ethyl acetate solution was dried over s... The reactants are O=C(O)c1ccccc1C(=O)N1CCCC(N2C(=O)c3ccccc3C2=O)C1, Cl, NC1CCCNC1, O=C1OC(=O)c2ccccc21. Yields the product O=C1c2ccccc2C(=O)N1C1CCCNC1. As a reaction SMILES: [C:19]([c:20]1[cH:21][cH:22][cH:23][cH:24][c:25]1[C:43]([N:26]1[CH2:27][CH:28]([N:32]2[C:33](=[O:42])[c:34]3[c:35]([cH:38][cH:39][cH:40][cH:41]3)[C:36]2=[O:37])[CH2:29][CH2:30][CH2:31]1)=[O:44])([OH:45])=[O:46].[ClH:47].[NH2:1][CH:2]1[CH2:3][CH2:4][CH2:5][NH:6][CH2:7]1.[O:8]=[C:9]1[c:10]2[c:11]([cH:12][cH:13][cH:14][cH:15]2)[C:16](=[O:17])[O:18]1>>[NH:26]1[CH2:27][CH:28]([N:32]2[C:33](=[O:42])[c:34]3[c:35]([cH:38][cH:39][cH:40][cH:41]3)[C:36]2=[O:37])[CH2:29][CH2:30][CH2:31]1. Reported procedure: Prepared by Procedure E and Scheme M using N-(3-{1-[5-(2-bromophenyl)-5-oxopentyl]-4-piperidinyl}phenyl)-2-methylpropanamide and 1-naphthylhydrazine hydrochloride: ESMS m/e: 608.0 (M+H)+. Yields the product BrC1=C(C=CC=C1)C=1NC2=C3C(=CC=C2C1CCCN1CCC(CC1)C=1C=C(C=CC1)NC(C(C)C)=O)C=CC=C3 (N-[3-(1-{3-[2-(2-BROMOPHENYL)-1H-BENZO[G]INDOL-3-YL]PROPYL}-4-PIPERIDINYL)PHENYL]-2-METHYLPROPANAMIDE). Reaction SMILES: [Br:1][C:2]1[CH:7]=[CH:6][CH:5]=[CH:4][C:3]=1[C:8](=O)[CH2:9][CH2:10][CH2:11][CH2:12][N:13]1[CH2:18][CH2:17][CH:16]([C:19]2[CH:20]=[C:21]([NH:25][C:26](=[O:30])[CH:27]([CH3:29])[CH3:28])[CH:22]=[CH:23][CH:24]=2)[CH2:15][CH2:14]1.Cl.[C:33]1([NH:43]N)[C:42]2[C:37](=[CH:38][CH:39]=[CH:40][CH:41]=2)[CH:36]=[CH:35][CH:34]=1>>[Br:1][C:2]1[CH:7]=[CH:6][CH:5]=[CH:4][C:3]=1[C:8]1[NH:43][C:33]2[C:34]([C:9]=1[CH2:10][CH2:11][CH2:12][N:13]1[CH2:18][CH2:17][CH:16]([C:19]3[CH:20]=[C:21]([NH:25][C:26](=[O:30])[CH:27]([CH3:29])[CH3:28])[CH:22]=[CH:23][CH:24]=3)[CH2:15][CH2:14]1)=[CH:35][CH:36]=[C:37]1[CH:38]=[CH:39][CH:40]=[CH:41][C:42]=21 |f:1.2|. Reactants: BrC1=C(C=CC=C1)C(CCCCN1CCC(CC1)C=1C=C(C=CC1)NC(C(C)C)=O)=O (N-(3-{1-[5-(2-bromophenyl)-5-oxopentyl]-4-piperidinyl}phenyl)-2-methylpropanamide), Cl.C1(=CC=CC2=CC=CC=C12)NN (1-naphthylhydrazine hydrochloride). Reactants: ClC=1C=C2C(C(NC2=CC1)=O)(C1=C(C=CC(=C1)C)OC)N1[C@H](C(=O)OCC2=CC=CC=C2)C[C@H](C1)O (benzyl(4R)-1-[5-chloro-3-(2-methoxy-5-methylphenyl)-2-oxo-2,3-dihydro-1H-indol-3-yl]-4-hyd roxy-L-prolinate), COC1=CC(=C(C=C1)S(=O)(=O)Cl)OC(F)(F)F (4-methoxy-2-(trifluoromethoxy)benzene sulfonyl chloride). Yield: 71.7%. Yields the product ClC=1C=C2C(C(N(C2=CC1)S(=O)(=O)C1=C(C=C(C=C1)OC)OC(F)(F)F)=O)(C1=C(C=CC(=C1)C)OC)N1[C@H](C(=O)OCC2=CC=CC=C2)C[C@H](C1)O (benzyl(4R)-1-(5-chloro-3-(2-methoxy-5-methylphenyl)-1-{[4-methoxy-2-(trifluoromethoxy)phenyl]sulfonyl}-2-oxo-2,3-dihydro-1H-indol-3-yl)-4-hydroxy-L-prolinate). RXN SMILES: [Cl:1][C:2]1[CH:3]=[C:4]2[C:8](=[CH:9][CH:10]=1)[NH:7][C:6](=[O:11])[C:5]2([N:21]1[CH2:35][C@H:34]([OH:36])[CH2:33][C@H:22]1[C:23]([O:25][CH2:26][C:27]1[CH:32]=[CH:31][CH:30]=[CH:29][CH:28]=1)=[O:24])[C:12]1[CH:17]=[C:16]([CH3:18])[CH:15]=[CH:14][C:13]=1[O:19][CH3:20].[CH3:37][O:38][C:39]1[CH:44]=[CH:43][C:42]([S:45](Cl)(=[O:47])=[O:46])=[C:41]([O:49][C:50]([F:53])([F:52])[F:51])[CH:40]=1>>[Cl:1][C:2]1[CH:3]=[C:4]2[C:8](=[CH:9][CH:10]=1)[N:7]([S:45]([C:42]1[CH:43]=[CH:44][C:39]([O:38][CH3:37])=[CH:40][C:41]=1[O:49][C:50]([F:51])([F:52])[F:53])(=[O:47])=[O:46])[C:6](=[O:11])[C:5]2([N:21]1[CH2:35][C@H:34]([OH:36])[CH2:33][C@H:22]1[C:23]([O:25][CH2:26][C:27]1[CH:28]=[CH:29][CH:30]=[CH:31][CH:32]=1)=[O:24])[C:12]1[CH:17]=[C:16]([CH3:18])[CH:15]=[CH:14][C:13]=1[O:19][CH3:20]. Reported procedure: With 2.6 g of the compound obtained in Step 157-3 (Isomer B) and 1.79 g of 4-methoxy-2-(trifluoromethoxy)benzene sulfonyl chloride as starting materials, 2.8 g of the title compound (colorless amorphous) was obtained by a similar method to Example 2. Reactants: Br, CO, Nc1ccccc1F, [Na+], [Na+], O=C([O-])O, O, N#C[S-]. Yields the product N#CSc1ccc(N)c(F)c1. As a reaction SMILES: [Br:13].[CH3:19][OH:20].[NH2:1][c:2]1[cH:3][cH:4][cH:5][cH:6][c:7]1[F:8].[Na+:18].[Na+:9].[O-:14][C:15]([OH:16])=[O:17].[OH2:21].[S-:10][C:11]#[N:12]>>[NH2:1][c:2]1[cH:3][cH:4][c:5]([S:10][C:11]#[N:12])[cH:6][c:7]1[F:8]. Starting materials: COC1=C(C(=O)Cl)C=CC=C1 (2-methoxybenzoyl chloride), C(C)OCC (diethyl ether), [Cl-].[NH4+] (ammonium chloride), N1C=CC2=CC=CC=C12 (Indole), C(C)OCC (diethylether), C[Mg+].[Br-] (MeMgBr). Product: N1C=C(C2=CC=CC=C12)C(CC1=C(C=CC=C1)OC)=O (1-(1H-indol-3-yl)-2-(2-methoxyphenyl)ethanone). Reaction conditions: temperature 0 celsius, time 2 hour. Reported procedure: Indole (11.7 g, 100 mmol) was dissolved in diethylether (100 ml) under nitrogen atmosphere and cooled to 0° C. 3M MeMgBr solution (35 ml, 105 mmol) was added dropwise and allowed to stir at room temperature for 2 hours. The reaction mixture was cooled at 0° C. and a solution of 2-methoxybenzoyl chloride 2 (18.46 g, 100 mmol) in diethyl ether (100 ml) was added dropwise with vigorous stirring. The reaction mixture was then allowed to stir at room temperature for 2 hours. A solution of ammonium ch... RXN SMILES: [NH:1]1[C:9]2[C:4](=[CH:5][CH:6]=[CH:7][CH:8]=2)[CH:3]=[CH:2]1.C[Mg+].[Br-].[CH3:13][O:14][C:15]1[CH:23]=[CH:22][CH:21]=[CH:20][C:16]=1[C:17](Cl)=O.[Cl-].[NH4+].[CH2:26]([O:28]CC)C>>[NH:1]1[C:9]2[C:4](=[CH:5][CH:6]=[CH:7][CH:8]=2)[C:3]([C:26](=[O:28])[CH2:17][C:16]2[CH:20]=[CH:21][CH:22]=[CH:23][C:15]=2[O:14][CH3:13])=[CH:2]1 |f:1.2,4.5|. Yield: 49.0%. Reactants: COc1ccc(CN)cc1, CC#N, CNC(=O)c1ccc(F)cc1F. Product: CNC(=O)c1ccc(NCc2ccc(OC)cc2)cc1F. RXN SMILES: [CH3:13][O:14][c:15]1[cH:16][cH:17][c:18]([CH2:21][NH2:22])[cH:19][cH:20]1.[CH3:23][C:24]#[N:25].[F:1][c:2]1[c:3]([C:4](=[O:5])[NH:6][CH3:7])[cH:8][cH:9][c:10]([F:12])[cH:11]1>>[F:1][c:2]1[c:3]([C:4](=[O:5])[NH:6][CH3:7])[cH:8][cH:9][c:10]([NH:22][CH2:21][c:18]2[cH:17][cH:16][c:15]([O:14][CH3:13])[cH:20][cH:19]2)[cH:11]1. The reactants are CN1C(CC[C@@]2(C3=C(CC[C@@H]12)C=C(C=C3)Br)C)=O ((+)-(4aR)-(10bR)-4-methyl-8-bromo-10b-methyl-1,2,3,4,4a,5,6,10b-octahydrobenzo[f]quinolin-3-one), C(=O)C=1C=C(C=CC1)B(O)O (3-formylphenylboronic acid), C([O-])([O-])=O.[Na+].[Na+] (sodium carbonate), C1(=CC=CC=C1)C (toluene). Reagents/catalysts: [Pd].C1(=CC=CC=C1)P(C1=CC=CC=C1)C1=CC=CC=C1.C1(=CC=CC=C1)P(C1=CC=CC=C1)C1=CC=CC=C1.C1(=CC=CC=C1)P(C1=CC=CC=C1)C1=CC=CC=C1.C1(=CC=CC=C1)P(C1=CC=CC=C1)C1=CC=CC=C1 (tetrakis (triphenylphosphine) palladium (0)). The solvent is ClCCl (dichloromethane). Yields the product CN1C(CC[C@@]2(C3=C(CC[C@@H]12)C=C(C=C3)C3=CC(=CC=C3)C=O)C)=O ((+)-(4aR)-(10bR)-4-methyl-8-(3-formylphenyl)-10b-methyl-1,2,3,4,4a,5,6,10b-octahydrobenzo[f]quinolin-3-one). Isolated yield 65.1%. As a reaction SMILES: [CH3:1][N:2]1[C@H:11]2[C@@:6]([CH3:17])([C:7]3[CH:15]=[CH:14][C:13](Br)=[CH:12][C:8]=3[CH2:9][CH2:10]2)[CH2:5][CH2:4][C:3]1=[O:18].[CH:19]([C:21]1[CH:22]=[C:23](B(O)O)[CH:24]=[CH:25][CH:26]=1)=[O:20].C(=O)([O-])[O-].[Na+].[Na+].C1(C)C=CC=CC=1>ClCCl.[Pd].C1(P(C2C=CC=CC=2)C2C=CC=CC=2)C=CC=CC=1.C1(P(C2C=CC=CC=2)C2C=CC=CC=2)C=CC=CC=1.C1(P(C2C=CC=CC=2)C2C=CC=CC=2)C=CC=CC=1.C1(P(C2C=CC=CC=2)C2C=CC=CC=2)C=CC=CC=1>[CH3:1][N:2]1[C@H:11]2[C@@:6]([CH3:17])([C:7]3[CH:15]=[CH:14][C:13]([C:25]4[CH:24]=[CH:23][CH:22]=[C:21]([CH:19]=[O:20])[CH:26]=4)=[CH:12][C:8]=3[CH2:9][CH2:10]2)[CH2:5][CH2:4][C:3]1=[O:18] |f:2.3.4,7.8.9.10.11|. Procedure details: A 15 mL round bottom flask was charged with (+)-(4aR)-(10bR)-4-methyl-8-bromo-10b-methyl-1,2,3,4,4a,5,6,10b-octahydrobenzo[f]quinolin-3-one (200 mg, 0.65 mmol), tetrakis (triphenylphosphine) palladium (0) (23 mg, 0.02 mmol), 3-formylphenylboronic acid (117 mg, 0.78 mmol), 0.65 mL of 2M sodium carbonate solution and 2 mL of toluene, fitted with a reflux condenser, and the stirred mixture was heated at 80°, under nitrogen for 24 h. The mixture was cooled, diluted with dichloromethane (75 mL) and w... Reactants: O1CCOCC1 (1,4-Dioxane), BrC1=C(SC2=NC(=CC(=C21)NS(=O)(=O)C2=CC(=CC=C2)Cl)C)C=2C=NN(C2)C(=O)OC(C)(C)C (1,1-dimethylethyl 4-(3-bromo-4-{[(3-chlorophenyl)sulfonyl]amino}-6-methylthieno[2,3-b]pyridin-2-yl)-1H-pyrazole-1-carboxylate), COC=1C=NC=C(C1)B1OC(C)(C)C(C)(C)O1 (3-methoxy-5-pyridineboronic acid pinacol ester), C([O-])([O-])=O.[K+].[K+] (potassium carbonate). Reagents/catalysts: C=1C=CC(=CC1)[P](C=2C=CC=CC2)(C=3C=CC=CC3)[Pd]([P](C=4C=CC=CC4)(C=5C=CC=CC5)C=6C=CC=CC6)([P](C=7C=CC=CC7)(C=8C=CC=CC8)C=9C=CC=CC9)[P](C=1C=CC=CC1)(C=1C=CC=CC1)C=1C=CC=CC1 (tetrakis(triphenylphosphine)palladium(0)), Cl[Pd]([P](C1=CC=CC=C1)(C2=CC=CC=C2)C3=CC=CC=C3)([P](C4=CC=CC=C4)(C5=CC=CC=C5)C6=CC=CC=C6)Cl (bis(triphenylphosphine)palladium(II) chloride). The solvent is O (water), CN(C)C=O (DMF). Run at temperature 110 celsius. The product is ClC=1C=C(C=CC1)S(=O)(=O)NC1=C2C(=NC(=C1)C)SC(=C2C=2C=NC=C(C2)OC)C=2C=NNC2 (3-Chloro-N-[6-methyl-3-[5-(methyloxy)-3-pyridinyl]-2-(1H-pyrazol-4-yl)thieno[2,3-b]pyridin-4-yl]benzenesulfonamide). Yield: 108.5%. RXN SMILES: Br[C:2]1[C:10]2[C:5](=[N:6][C:7]([CH3:22])=[CH:8][C:9]=2[NH:11][S:12]([C:15]2[CH:20]=[CH:19][CH:18]=[C:17]([Cl:21])[CH:16]=2)(=[O:14])=[O:13])[S:4][C:3]=1[C:23]1[CH:24]=[N:25][N:26](C(OC(C)(C)C)=O)[CH:27]=1.[CH3:35][O:36][C:37]1[CH:38]=[N:39][CH:40]=[C:41](B2OC(C)(C)C(C)(C)O2)[CH:42]=1.C(=O)([O-])[O-].[K+].[K+].O1CCOCC1>C1C=CC([P]([Pd]([P](C2C=CC=CC=2)(C2C=CC=CC=2)C2C=CC=CC=2)([P](C2C=CC=CC=2)(C2C=CC=CC=2)C2C=CC=CC=2)[P](C2C=CC=CC=2)(C2C=CC=CC=2)C2C=CC=CC=2)(C2C=CC=CC=2)C2C=CC=CC=2)=CC=1.Cl[Pd](Cl)([P](C1C=CC=CC=1)(C1C=CC=CC=1)C1C=CC=CC=1)[P](C1C=CC=CC=1)(C1C=CC=CC=1)C1C=CC=CC=1.O.CN(C=O)C>[Cl:21][C:17]1[CH:16]=[C:15]([S:12]([NH:11][C:9]2[CH:8]=[C:7]([CH3:22])[N:6]=[C:5]3[S:4][C:3]([C:23]4[CH:24]=[N:25][NH:26][CH:27]=4)=[C:2]([C:41]4[CH:40]=[N:39][CH:38]=[C:37]([O:36][CH3:35])[CH:42]=4)[C:10]=23)(=[O:13])=[O:14])[CH:20]=[CH:19][CH:18]=1 |f:2.3.4,^1:67,69,88,107,143,162|. Reported procedure: A mixture of 1,1-dimethylethyl 4-(3-bromo-4-{[(3-chlorophenyl)sulfonyl]amino}-6-methylthieno[2,3-b]pyridin-2-yl)-1H-pyrazole-1-carboxylate (Description 75) (100 mg, 0.171 mmol), 3-methoxy-5-pyridineboronic acid pinacol ester (81 mg, 0.343 mmol), potassium carbonate (71.0 mg, 0.514 mmol), tetrakis(triphenylphosphine)palladium(0) (4.95 mg, 4.28 μmol) and bis(triphenylphosphine)palladium(II) chloride (3.01 mg, 4.28 μmol) were weighed into a microwave vial. 1,4-Dioxane (1.5 mL), DMF (0.75 mL) and wa... Reactants: C(C1=CC=CC=C1)(=O)NC=1SC(=CN1)C1=C(N2C(C(C2SC1)NC(=O)OC(C)(C)C)=O)C(=O)OC(C1=CC=CC=C1)C1=CC=CC=C1 (3-(2-benzamido-thiazol-5-yl)-2-benzhydryloxycarbonyl-7-t-butoxycarbonylamino-8-oxo-5-thia-1-azabicyclo[4.2.0]oct-2-ene), CS(=O)(=O)O (methanesulphonic acid). The solvent is C(C)#N (acetonitrile). Yields the product NC1C2SCC(=C(N2C1=O)C(=O)OC(C1=CC=CC=C1)C1=CC=CC=C1)C1=CN=C(S1)NC(C1=CC=CC=C1)=O (7-amino-3-(2-benzamido-thiazol-5-yl)-2-benzhydryloxycarbonyl-8-oxo-5-thia-1-azabicyclo[4.2.0]oct-2-ene). Yield: 81.1%. As a reaction SMILES: [C:1]([NH:9][C:10]1[S:11][C:12]([C:15]2[CH2:22][S:21][CH:20]3[N:17]([C:18](=[O:31])[CH:19]3[NH:23]C(OC(C)(C)C)=O)[C:16]=2[C:32]([O:34][CH:35]([C:42]2[CH:47]=[CH:46][CH:45]=[CH:44][CH:43]=2)[C:36]2[CH:41]=[CH:40][CH:39]=[CH:38][CH:37]=2)=[O:33])=[CH:13][N:14]=1)(=[O:8])[C:2]1[CH:7]=[CH:6][CH:5]=[CH:4][CH:3]=1.CS(O)(=O)=O>C(#N)C>[NH2:23][CH:19]1[C:18](=[O:31])[N:17]2[CH:20]1[S:21][CH2:22][C:15]([C:12]1[S:11][C:10]([NH:9][C:1](=[O:8])[C:2]3[CH:7]=[CH:6][CH:5]=[CH:4][CH:3]=3)=[N:14][CH:13]=1)=[C:16]2[C:32]([O:34][CH:35]([C:42]1[CH:47]=[CH:46][CH:45]=[CH:44][CH:43]=1)[C:36]1[CH:41]=[CH:40][CH:39]=[CH:38][CH:37]=1)=[O:33]. Reported procedure: A solution of 3-(2-benzamido-thiazol-5-yl)-2-benzhydryloxycarbonyl-7-t-butoxycarbonylamino-8-oxo-5-thia-1-azabicyclo[4.2.0]oct-2-ene (2.9 g) in acetonitrile (29 cc) is treated with methanesulphonic acid (2.9 cc) using the working method of Example 15. Crude 7-amino-3-(2-benzamido-thiazol-5-yl)-2-benzhydryloxycarbonyl-8-oxo-5-thia-1-azabicyclo[4.2.0]oct-2-ene (2 g) is obtained in the form of a yellow froth.